The task is: describe an organic reaction: reactants, conditions, products, and yield. This data is from the Open Reaction Database (ORD), a public repository of structured organic reaction records. The reactants are CS(C)=O, CCOC(=O)c1cn(-c2ccc(F)cc2F)c2nc3c(F)c(F)c(F)cc3cc2c1=O, Fc1ccc(N2CCNCC2)cc1, O. The product is CCOC(=O)c1cn(-c2ccc(F)cc2F)c2nc3c(F)c(N4CCN(c5ccc(F)cc5)CC4)c(F)cc3cc2c1=O. As a reaction SMILES: [CH3:46][S:47](=[O:48])[CH3:49].[F:1][c:2]1[c:3](-[n:9]2[cH:10][c:11]([C:27](=[O:28])[O:29][CH2:30][CH3:31])[c:12](=[O:26])[c:13]3[cH:14][c:15]4[c:16]([n:17][c:18]23)[c:19]([F:25])[c:20]([F:24])[c:21]([F:23])[cH:22]4)[cH:4][cH:5][c:6]([F:8])[cH:7]1.[F:32][c:33]1[cH:34][cH:35][c:36]([N:39]2[CH2:40][CH2:41][NH:42][CH2:43][CH2:44]2)[cH:37][cH:38]1.[OH2:45]>>[F:1][c:2]1[c:3](-[n:9]2[cH:10][c:11]([C:27](=[O:28])[O:29][CH2:30][CH3:31])[c:12](=[O:26])[c:13]3[cH:14][c:15]4[c:16]([n:17][c:18]23)[c:19]([F:25])[c:20]([N:42]2[CH2:41][CH2:40][N:39]([c:36]3[cH:35][cH:34][c:33]([F:32])[cH:38][cH:37]3)[CH2:44][CH2:43]2)[c:21]([F:23])[cH:22]4)[cH:4][cH:5][c:6]([F:8])[cH:7]1.